From a dataset of the Open Reaction Database (ORD), a public repository of structured organic reaction records. describe an organic reaction: reactants, conditions, products, and yield Starting materials: C(#N)C(C(=O)O)C1=CC=CC=C1 (α-cyanophenylacetic acid), Cl (HCl), ClC1=C(C(=C(C(=C1O)Cl)Cl)Cl)Cl (pentachlorophenol), O=P(Cl)(Cl)Cl (phosphoroxychloride). The solvent is C(Cl)(Cl)(Cl)Cl (carbon tetrachloride). Product: ClC1=C(C(=C(C(=C1OC(C(C#N)C1=CC=CC=C1)=O)Cl)Cl)Cl)Cl (α-Cyano-phenylacetic acid pentachlorophenyl ester). As a reaction SMILES: [C:1]([CH:3]([C:7]1[CH:12]=[CH:11][CH:10]=[CH:9][CH:8]=1)[C:4]([OH:6])=[O:5])#[N:2].[Cl:13][C:14]1[C:19](O)=[C:18]([Cl:21])[C:17]([Cl:22])=[C:16]([Cl:23])[C:15]=1[Cl:24].O=P(Cl)(Cl)Cl.Cl>C(Cl)(Cl)(Cl)Cl>[Cl:13][C:14]1[C:19]([O:5][C:4](=[O:6])[CH:3]([C:7]2[CH:12]=[CH:11][CH:10]=[CH:9][CH:8]=2)[C:1]#[N:2])=[C:18]([Cl:21])[C:17]([Cl:22])=[C:16]([Cl:23])[C:15]=1[Cl:24]. Procedure details: 8 g. (0.05 moles) of α-cyanophenylacetic acid, 13 g. (0.05 moles) of pentachlorophenol are mixed together. 4.3 g. (0.05 moles) of phosphoroxychloride are added dropwise. The obtained mixture is heated slowly to 85°-90° C. on an oil-bath and the mixture is kept at this temperature until the HCl evolution ceases. When the reaction is completed, the mixture is cooled to room temperature, and the melt is taken up in 100 ml. of carbon tetrachloride. The solution is washed three times with 30 ml. of w... Reactants: O=C([O-])[O-], CS(=O)(=O)Cl, ClCCl, [K+], [K+], OC1CN2CCC1CC2, c1ccncc1. The product is CS(=O)(=O)OC1CN2CCC1CC2. Reaction SMILES: [C:21](=[O:22])([O-:23])[O-:24].[CH3:10][S:11]([Cl:12])(=[O:13])=[O:14].[Cl:27][CH2:28][Cl:29].[K+:25].[K+:26].[N:1]12[CH2:2][CH:3]([OH:9])[CH:4]([CH2:5][CH2:6]1)[CH2:7][CH2:8]2.[cH:15]1[cH:16][cH:17][n:18][cH:19][cH:20]1>>[N:1]12[CH2:2][CH:3]([O:9][S:11]([CH3:10])(=[O:13])=[O:14])[CH:4]([CH2:5][CH2:6]1)[CH2:7][CH2:8]2.